This data is from the Open Reaction Database (ORD), a public repository of structured organic reaction records. The task is: describe an organic reaction: reactants, conditions, products, and yield The reactants are COC(=O)c1cc(C#N)ccc1NC1CCCC1, CO. Yields the product N#Cc1ccc(NC2CCCC2)c(C(=O)O)c1. As a reaction SMILES: [C:1](#[N:2])[c:3]1[cH:4][cH:5][c:6]([NH:13][CH:14]2[CH2:15][CH2:16][CH2:17][CH2:18]2)[c:7]([C:8](=[O:9])[O:10][CH3:11])[cH:12]1.[CH3:19][OH:20]>>[C:1](#[N:2])[c:3]1[cH:4][cH:5][c:6]([NH:13][CH:14]2[CH2:15][CH2:16][CH2:17][CH2:18]2)[c:7]([C:8](=[O:9])[OH:10])[cH:12]1.